From a dataset of the Open Reaction Database (ORD), a public repository of structured organic reaction records. describe an organic reaction: reactants, conditions, products, and yield Reactants: CCOC(=O)CCCBr, CCOc1ccc2[nH]c3nc4cc(C)ccc4c(=O)n3c2c1. Yields the product CCOC(=O)CCCn1c2ccc(OCC)cc2n2c(=O)c3ccc(C)cc3nc12. RXN SMILES: [Br:23][CH2:24][CH2:25][CH2:26][C:27](=[O:28])[O:29][CH2:30][CH3:31].[CH3:1][c:2]1[cH:3][cH:4][c:5]2[c:6](=[O:22])[n:7]3[c:8]([n:9][c:10]2[cH:11]1)[nH:12][c:13]1[c:14]3[cH:15][c:16]([O:19][CH2:20][CH3:21])[cH:17][cH:18]1>>[CH3:1][c:2]1[cH:3][cH:4][c:5]2[c:6](=[O:22])[n:7]3[c:8]([n:9][c:10]2[cH:11]1)[n:12]([CH2:24][CH2:25][CH2:26][C:27](=[O:28])[O:29][CH2:30][CH3:31])[c:13]1[c:14]3[cH:15][c:16]([O:19][CH2:20][CH3:21])[cH:17][cH:18]1. The reactants are O1C(=CC=C1)C=1C=C(CC2CCC=3NC(=CC32)C(=O)OC)C=CC1 (methyl 4-(3-(furan-2-yl)benzyl)-1,4,5,6-tetrahydrocyclopenta[b]pyrrole-2-carboxylate), [OH-].[Li+] (lithium hydroxide), CO (methanol). The solvent is C1CCOC1 (THF). Product: O1C(=CC=C1)C=1C=C(CC2CCC=3NC(=CC32)C(=O)O)C=CC1 (4-(3-(furan-2-yl)benzyl)-1,4,5,6-tetrahydrocyclopenta[b]pyrrole-2-carboxylic acid). Isolated yield 61.0%. As a reaction SMILES: [O:1]1[CH:5]=[CH:4][CH:3]=[C:2]1[C:6]1[CH:7]=[C:8]([CH:22]=[CH:23][CH:24]=1)[CH2:9][CH:10]1[C:17]2[CH:16]=[C:15]([C:18]([O:20]C)=[O:19])[NH:14][C:13]=2[CH2:12][CH2:11]1.[OH-].[Li+].CO>C1COCC1>[O:1]1[CH:5]=[CH:4][CH:3]=[C:2]1[C:6]1[CH:7]=[C:8]([CH:22]=[CH:23][CH:24]=1)[CH2:9][CH:10]1[C:17]2[CH:16]=[C:15]([C:18]([OH:20])=[O:19])[NH:14][C:13]=2[CH2:12][CH2:11]1 |f:1.2|. Reported procedure: The title compound was synthesized from methyl 4-(3-(furan-2-yl)benzyl)-1,4,5,6-tetrahydrocyclopenta[b]pyrrole-2-carboxylate (0.024 g, 0.075 mmol) and lithium hydroxide (0.032 g, 0.76 mmol), according to General Procedure 7. A 1:1 mixture of methanol (MeOH) and THF (1.5 mL) was used. The resulting product was purified by reverse phase HPLC, eluting with a gradient of 40-100% MeOH: water (with 0.1% formic acid) to afford a light pink solid: 14 mg, 61% yield. LCMS-MS (ESI−) 306.0 (M−H); HPLC (UV=9... Reactants: C[O-].[Na+] (sodium methoxide), ClC=1C(=C(C=O)C=C(C1)C(F)(F)F)F (3-Chloro-2-fluoro-5-trifluoromethylbenzaldehyde), B(Br)(Br)Br (BBr3). The solvent is CO (CH3OH). Run at temperature -78 celsius, time 21 hour. Yields the product ClC=1C(=C(C=O)C=C(C1)C(F)(F)F)O (3-chloro-2-hydroxy-5-trifluoromethylbenzaldehyde). As a reaction SMILES: [Cl:1][C:2]1[C:3](F)=[C:4]([CH:7]=[C:8]([C:10]([F:13])([F:12])[F:11])[CH:9]=1)[CH:5]=[O:6].C[O-:16].[Na+].B(Br)(Br)Br>CO>[Cl:1][C:2]1[C:3]([OH:16])=[C:4]([CH:7]=[C:8]([C:10]([F:13])([F:12])[F:11])[CH:9]=1)[CH:5]=[O:6] |f:1.2|. Procedure details: 3-Chloro-2-fluoro-5-trifluoromethylbenzaldehyde (5.0 g, 22 mmol) was dissolved in dry CH3OH (50 mL), treated with 25% sodium methoxide solution (30 mL) and heated to reflux for 2 h. After cooling, the volatiles were removed by evaporation and the residue was taken up in H2O (20 mL) plus Et2O (80 mL). The aqueous phase was extracted with Et2O (50 mL), and the combined organic phases were washed with satd NaCl solution (15 mL), dried (Na2SO4) and evaporated. The residue was dissolved in dry CH2Cl2... Starting materials: C(C)(=O)O[C@H]1[C@@H](O[C@@H]([C@H]([C@@H]1OC(C)=O)OC(C)=O)COC(C)=O)OC1=NNC(=C1CC1=C(C=C(C=C1)OCCN)C)C(C)C (3-(2,3,4,6-tetra-O-acetyl-β-D-glucopyranosyloxy)-4-{[4-(2-aminoethoxy)-2-methylphenyl]methyl}-5-isopropyl-1H-pyrazole), NC(CO)(CO)C (2-amino-2-methyl-1,3-propanediol), NCCN1CCOCC1 (4-(2-aminoethyl)morpholine). The product is [C@@H]1([C@H](O)[C@@H](O)[C@H](O)[C@H](O1)CO)OC1=NNC(=C1CC1=C(C=C(C=C1)OCCNC(=O)NC(CO)(C)CO)C)C(C)C (3-(β-D-Glucopyranosyloxy)-4-{[4-(2-{3-[2-hydroxy-1-(hydroxymethyl)-1-(methyl)ethyl]ureido}ethoxy)-2-methylphenyl]methyl}-5-isopropyl-1H-pyrazole). RXN SMILES: C([O:4][C@@H:5]1[C@@H:10]([O:11]C(=O)C)[C@H:9]([O:15]C(=O)C)[C@@H:8]([CH2:19][O:20]C(=O)C)[O:7][C@H:6]1[O:24][C:25]1[C:29]([CH2:30][C:31]2[CH:36]=[CH:35][C:34]([O:37][CH2:38][CH2:39][NH2:40])=[CH:33][C:32]=2[CH3:41])=[C:28]([CH:42]([CH3:44])[CH3:43])[NH:27][N:26]=1)(=O)C.[NH2:45][C:46]([CH3:51])([CH2:49][OH:50])[CH2:47][OH:48].NCCN1CC[O:58][CH2:57]C1>>[C@@H:6]1([O:24][C:25]2[C:29]([CH2:30][C:31]3[CH:36]=[CH:35][C:34]([O:37][CH2:38][CH2:39][NH:40][C:57]([NH:45][C:46]([CH2:49][OH:50])([CH3:51])[CH2:47][OH:48])=[O:58])=[CH:33][C:32]=3[CH3:41])=[C:28]([CH:42]([CH3:44])[CH3:43])[NH:27][N:26]=2)[O:7][C@H:8]([CH2:19][OH:20])[C@@H:9]([OH:15])[C@H:10]([OH:11])[C@H:5]1[OH:4]. Procedure details: The title compound was prepared in a similar manner to that described in Example 19 using 3-(2,3,4,6-tetra-O-acetyl-β-D-glucopyranosyloxy)-4-{[4-(2-aminoethoxy)-2-methylphenyl]methyl}-5-isopropyl-1H-pyrazole and 2-amino-2-methyl-1,3-propanediol instead of 3-(2,3,4,6-tetra-O-acetyl-β-D-glucopyranosyloxy)-4-{[4-(3-aminopropoxy)phenyl]methyl}-5-isopropyl-1H-pyrazole and 4-(2-aminoethyl)morpholine, respectively. Starting materials: C(C)C1=NN2C(C3=C(C=C2)OC(=C3)C)=C1CC#N ((2-ethyl-8-methylfuro[3,2-c]pyrazolo[1,5-a]pyridin-1-yl)acetonitrile). Reagents/catalysts: [Co] (cobalt). Solvent: N.C(C)O (ammonia ethanol). Reaction conditions: time 16 hour. The product is C(C)C1=NN2C(C3=C(C=C2)OC(=C3)C)=C1CCN (2-(2-ethyl-8-methylfuro[3,2-c]pyrazolo[1,5-a]pyridin-1-yl)ethanamine). The yield is 95.3%. RXN SMILES: [CH2:1]([C:3]1[C:15]([CH2:16][C:17]#[N:18])=[C:6]2[C:7]3[CH:13]=[C:12]([CH3:14])[O:11][C:8]=3[CH:9]=[CH:10][N:5]2[N:4]=1)[CH3:2]>[Co].N.C(O)C>[CH2:1]([C:3]1[C:15]([CH2:16][CH2:17][NH2:18])=[C:6]2[C:7]3[CH:13]=[C:12]([CH3:14])[O:11][C:8]=3[CH:9]=[CH:10][N:5]2[N:4]=1)[CH3:2] |f:2.3|. Procedure: A mixture of (2-ethyl-8-methylfuro[3,2-c]pyrazolo[1,5-a]pyridin-1-yl)acetonitrile (232 mg, 0.970 mmol), Raney cobalt (2.3 g) and 2M ammonia/ethanol solution (20 mL) was stirred at room temperature for 16 hr under a hydrogen atmosphere. The catalyst was filtered through celite, and the filtrate was concentrated under reduced pressure to give the title compound (225 mg, yield 95%). Reactants: CCOCC, COc1cc(C(=O)O)cc(OC)c1C=C(C)C. Product: COc1cc(C(=O)O)cc(OC)c1CC(C)C. As a reaction SMILES: [CH3:18][CH2:19][O:20][CH2:21][CH3:22].[CH3:1][O:2][c:3]1[cH:4][c:5]([C:6](=[O:7])[OH:8])[cH:9][c:10]([O:16][CH3:17])[c:11]1[CH:12]=[C:13]([CH3:14])[CH3:15]>>[CH3:1][O:2][c:3]1[cH:4][c:5]([C:6](=[O:7])[OH:8])[cH:9][c:10]([O:16][CH3:17])[c:11]1[CH2:12][CH:13]([CH3:14])[CH3:15].